From a dataset of the Open Reaction Database (ORD), a public repository of structured organic reaction records. describe an organic reaction: reactants, conditions, products, and yield Reported procedure: The title compound was prepared according to the procedure described in step 2 of Example 2 (Method A) from 3-acetylamino-6-chloro-2-(3-fluorobenzoyl)-1-(ethoxycarbonyl)indole (step 1). m.p.: 201-202° C. (ethanol) Run in C(C)O (ethanol). Reactants: C(C)(=O)NC1=C(N(C2=CC(=CC=C12)Cl)C(=O)OCC)C(C1=CC(=CC=C1)F)=O (3-Acetylamino-6-chloro-1-ethoxycarbonyl-2-(3-fluorobenzoyl)indole). The product is C(C)(=O)NC1=C(NC2=CC(=CC=C12)Cl)C(C1=CC(=CC=C1)F)=O (3-Acetylamino-6-chloro-2-(3-fluorobenzoyl)indole). Reaction SMILES: [C:1]([NH:4][C:5]1[C:13]2[C:8](=[CH:9][C:10]([Cl:14])=[CH:11][CH:12]=2)[N:7](C(OCC)=O)[C:6]=1[C:20](=[O:28])[C:21]1[CH:26]=[CH:25][CH:24]=[C:23]([F:27])[CH:22]=1)(=[O:3])[CH3:2]>C(O)C>[C:1]([NH:4][C:5]1[C:13]2[C:8](=[CH:9][C:10]([Cl:14])=[CH:11][CH:12]=2)[NH:7][C:6]=1[C:20](=[O:28])[C:21]1[CH:26]=[CH:25][CH:24]=[C:23]([F:27])[CH:22]=1)(=[O:3])[CH3:2].